From a dataset of the Open Reaction Database (ORD), a public repository of structured organic reaction records. describe an organic reaction: reactants, conditions, products, and yield As a reaction SMILES: [C:32]([CH2:33][OH:34])#[N:35].[CH3:1][NH:2][CH:3]1[CH2:4][CH2:5][CH2:6][N:7]([C:14]([c:15]2[cH:16][cH:17][c:18]([NH:21][C:22]([c:23]3[c:24]([CH3:29])[cH:25][cH:26][cH:27][cH:28]3)=[O:30])[cH:19][cH:20]2)=[O:31])[c:8]2[c:9]1[cH:10][cH:11][cH:12][cH:13]2.[CH3:36][OH:37]>>[CH3:1][N:2]([CH:3]1[CH2:4][CH2:5][CH2:6][N:7]([C:14]([c:15]2[cH:16][cH:17][c:18]([NH:21][C:22]([c:23]3[c:24]([CH3:29])[cH:25][cH:26][cH:27][cH:28]3)=[O:30])[cH:19][cH:20]2)=[O:31])[c:8]2[c:9]1[cH:10][cH:11][cH:12][cH:13]2)[CH2:33][C:32]#[N:35]. Starting materials: N#CCO, CNC1CCCN(C(=O)c2ccc(NC(=O)c3ccccc3C)cc2)c2ccccc21, CO. Product: Cc1ccccc1C(=O)Nc1ccc(C(=O)N2CCCC(N(C)CC#N)c3ccccc32)cc1.